The task is: describe an organic reaction: reactants, conditions, products, and yield. This data is from the Open Reaction Database (ORD), a public repository of structured organic reaction records. The reactants are C(C)OC(C1=CN=C(C(=C1)Cl)N1C[C@H](NCC1)C)=O (5-chloro-6-(3-(R)-methyl-piperazin-1-yl)-nicotinic acid ethyl ester), ClC1=NC=NC(=C1)Cl (4,6-dichloropyrimidine), C([O-])([O-])=O.[K+].[K+] (potassium carbonate). Solvent: CC(=O)N(C)C (DMA). The product is C(C)OC(C1=CN=C(C(=C1)Cl)N1C[C@H](N(CC1)C1=NC=NC(=C1)Cl)C)=O (5-Chloro-6-[4-(6-chloro-pyrimidin-4-yl)-3(R)-methyl-piperazin-1-yl]-nicotinic acid ethyl ester). RXN SMILES: [CH2:1]([O:3][C:4](=[O:19])[C:5]1[CH:10]=[C:9]([Cl:11])[C:8]([N:12]2[CH2:17][CH2:16][NH:15][C@H:14]([CH3:18])[CH2:13]2)=[N:7][CH:6]=1)[CH3:2].[Cl:20][C:21]1[CH:26]=[C:25](Cl)[N:24]=[CH:23][N:22]=1.C(=O)([O-])[O-].[K+].[K+]>CC(N(C)C)=O>[CH2:1]([O:3][C:4](=[O:19])[C:5]1[CH:10]=[C:9]([Cl:11])[C:8]([N:12]2[CH2:17][CH2:16][N:15]([C:25]3[CH:26]=[C:21]([Cl:20])[N:22]=[CH:23][N:24]=3)[C@H:14]([CH3:18])[CH2:13]2)=[N:7][CH:6]=1)[CH3:2] |f:2.3.4|. Reported procedure: Heat a solution of 5-chloro-6-(3-(R)-methyl-piperazin-1-yl)-nicotinic acid ethyl ester (338 mg, 1.2 mmol), 4,6-dichloropyrimidine (179 mg, 1.2 mmol) and potassium carbonate (328 mg, 2.4 mmol) in DMA at 80° C. for 16 h. Partition between EtOAc and brine then separate layers and wash the organic layer with 10% NaOH (3×) followed by brine. Dry (Na2SO4) and concentrate under reduced pressure to give the title compound. Reactants: NOCC(O)CO, O=C1c2ccccc2C(=O)N1OC(CO)CO, CC(=O)c1cnc2nnn(Cc3ccc4ncccc4c3)c2n1. Product: CC(=NOCC(O)CO)c1cnc2nnn(Cc3ccc4ncccc4c3)c2n1. As a reaction SMILES: [NH2:24][O:25][CH2:26][CH:27]([CH2:28][OH:29])[OH:30].[OH:31][CH2:32][CH:33]([O:34][N:35]1[C:36](=[O:37])[c:38]2[c:39]([cH:40][cH:41][cH:42][cH:43]2)[C:44]1=[O:45])[CH2:46][OH:47].[n:1]1[cH:2][cH:3][cH:4][c:5]2[cH:6][c:7]([CH2:11][n:12]3[n:13][n:14][c:15]4[c:16]3[n:17][c:18]([C:21]([CH3:22])=[O:23])[cH:19][n:20]4)[cH:8][cH:9][c:10]12>>[n:1]1[cH:2][cH:3][cH:4][c:5]2[cH:6][c:7]([CH2:11][n:12]3[n:13][n:14][c:15]4[c:16]3[n:17][c:18]([C:21]([CH3:22])=[N:24][O:25][CH2:26][CH:27]([CH2:28][OH:29])[OH:30])[cH:19][n:20]4)[cH:8][cH:9][c:10]12. As a reaction SMILES: BrCCCCCCCCBr.[C:11]1(=O)[NH:15][C:14](=O)[C:13]2=[CH:17][CH:18]=[CH:19][CH:20]=[C:12]12.[K].[I-].[K+].[NH:25]1[CH2:30][CH2:29][CH2:28][CH2:27][CH2:26]1.Cl[C:32]1[C:41]2[C:36](=[CH:37][C:38]([Cl:42])=[CH:39][CH:40]=2)[N:35]=[CH:34][CH:33]=1.C1C=CC(O)=CC=1>CC(C)=O>[Cl:42][C:38]1[CH:37]=[C:36]2[C:41]([C:32]([NH:15][CH2:14][CH2:13][CH2:17][CH2:18][CH2:19][CH2:20][CH2:12][CH2:11][N:25]3[CH2:30][CH2:29][CH2:28][CH2:27][CH2:26]3)=[CH:33][CH:34]=[N:35]2)=[CH:40][CH:39]=1 |f:1.2,3.4,^1:21|. Procedure: 1,8-Dibromooctane (30 mmol), potassium phthalimide (15 mmol), and catalytic amounts of potassium iodide were refluxed in acetone for 3 days. The solvent was evaporated, and the residue was purified by flash chromatography on silica gel (eluent: methylene chloride/petroleum ether (60/40)). The solvent was removed under reduced pressure. The product (12.5 mmol), piperidine (50 mmol), and catalytic amounts of potassium iodide were refluxed in acetone for 12 hours. Solvent and piperidine were evapor... Product: ClC1=CC=C2C(=CC=NC2=C1)NCCCCCCCCN1CCCCC1 (7-Chloro-4-(8-piperidinooctylamino)quinoline). Starting materials: product, ClC1=CC=NC2=CC(=CC=C12)Cl (4,7-dichloroquinoline), [I-].[K+] (potassium iodide), C1=CC=C(C=C1)O (phenole), BrCCCCCCCCBr (1,8-Dibromooctane), C1(C=2C(C(N1)=O)=CC=CC2)=O.[K] (potassium phthalimide), [I-].[K+] (potassium iodide), product, N1CCCCC1 (piperidine), [I-].[K+] (potassium iodide). The solvent is CC(=O)C (acetone), CC(=O)C (acetone). Starting materials: CC(=O)c1ccncc1, CCO, CN(C)C=O, NNC(=O)c1ccc([N+](=O)[O-])cc1. Yields the product CC(=NNC(=O)c1ccc([N+](=O)[O-])cc1)c1ccncc1. As a reaction SMILES: [C:14]([CH3:15])(=[O:16])[c:17]1[cH:18][cH:19][n:20][cH:21][cH:22]1.[CH3:23][CH2:24][OH:25].[CH3:26][N:27]([CH3:28])[CH:29]=[O:30].[N+:1](=[O:2])([O-:3])[c:4]1[cH:5][cH:6][c:7]([C:8](=[O:9])[NH:10][NH2:11])[cH:12][cH:13]1>>[N+:1](=[O:2])([O-:3])[c:4]1[cH:5][cH:6][c:7]([C:8](=[O:9])[NH:10][N:11]=[C:14]([CH3:15])[c:17]2[cH:18][cH:19][n:20][cH:21][cH:22]2)[cH:12][cH:13]1.